This data is from the Open Reaction Database (ORD), a public repository of structured organic reaction records. The task is: describe an organic reaction: reactants, conditions, products, and yield The reactants are COC(=O)c1cccc(C2(C#N)CC2)c1, CO, [Li+], C1CCOC1, [OH-], O, O. Yields the product N#CC1(c2cccc(C(=O)O)c2)CC1. Reaction SMILES: [C:1](#[N:2])[C:3]1([c:6]2[cH:7][c:8]([C:9](=[O:10])[O:11][CH3:12])[cH:13][cH:14][cH:15]2)[CH2:4][CH2:5]1.[CH3:19][OH:20].[Li+:18].[O:22]1[CH2:23][CH2:24][CH2:25][CH2:26]1.[OH-:17].[OH2:16].[OH2:21]>>[C:1](#[N:2])[C:3]1([c:6]2[cH:7][c:8]([C:9](=[O:10])[OH:11])[cH:13][cH:14][cH:15]2)[CH2:4][CH2:5]1.